Dataset: the Open Reaction Database (ORD), a public repository of structured organic reaction records. Task: describe an organic reaction: reactants, conditions, products, and yield The reactants are CC(C)(C)OC(=O)Nc1cccc(CCC(=O)O)c1, ClCCCl, CCN(C(C)C)C(C)C, COc1ccc(N)cc1OC, CN(C)C=O, O, On1nnc2ccccc21. Yields the product COc1ccc(NC(=O)CCc2cccc(NC(=O)OC(C)(C)C)c2)cc1OC. RXN SMILES: [C:1]([CH3:2])([CH3:3])([CH3:4])[O:5][C:6](=[O:7])[NH:8][c:9]1[cH:10][c:11]([CH2:15][CH2:16][C:17](=[O:18])[OH:19])[cH:12][cH:13][cH:14]1.[CH2:31]([Cl:32])[CH2:33][Cl:34].[CH:45]([N:46]([CH2:47][CH3:48])[CH:49]([CH3:50])[CH3:51])([CH3:52])[CH3:53].[O:20]([CH3:21])[c:22]1[cH:23][c:24]([NH2:25])[cH:26][cH:27][c:28]1[O:29][CH3:30].[O:55]=[CH:56][N:57]([CH3:58])[CH3:59].[OH2:54].[OH:35][n:36]1[c:37]2[c:38]([cH:39][cH:40][cH:41][cH:42]2)[n:43][n:44]1>>[C:1]([CH3:2])([CH3:3])([CH3:4])[O:5][C:6](=[O:7])[NH:8][c:9]1[cH:10][c:11]([CH2:15][CH2:16][C:17](=[O:19])[NH:25][c:24]2[cH:23][c:22]([O:20][CH3:21])[c:28]([O:29][CH3:30])[cH:27][cH:26]2)[cH:12][cH:13][cH:14]1. The reactants are C1(=CC=CC=C1)CC1CCCCC12S(CCNC(C2)=O)(=O)=O (1-phenylmethyl-11-oxo-7-thia-10-azaspiro[5.6]dodecane 7,7-dioxide), N1=C(C=CC=C1)CCl (2-pyridylmethyl chloride), [H-].[Na+] (sodium hydride). Solvent: C(C)(=O)OCC (ethyl acetate), CS(=O)C (dimethylsulfoxide). Reaction conditions: temperature 60 celsius, time 1 hour. The product is C1(=CC=CC=C1)CC1CCCCC12S(CCN(C(C2)=O)CC2=NC=CC=C2)(=O)=O (1-phenylmethyl-10-(2-pyridylmethyl)-11-oxo-7-thia-10-azaspiro[5.6]dodecane 7,7-dioxide). Reaction SMILES: [H-].[Na+].[C:3]1([CH2:9][CH:10]2[C:15]3([CH2:21][C:20](=[O:22])[NH:19][CH2:18][CH2:17][S:16]3(=[O:24])=[O:23])[CH2:14][CH2:13][CH2:12][CH2:11]2)[CH:8]=[CH:7][CH:6]=[CH:5][CH:4]=1.[N:25]1[CH:30]=[CH:29][CH:28]=[CH:27][C:26]=1[CH2:31]Cl>CS(C)=O.C(OCC)(=O)C>[C:3]1([CH2:9][CH:10]2[C:15]3([CH2:21][C:20](=[O:22])[N:19]([CH2:31][C:26]4[CH:27]=[CH:28][CH:29]=[CH:30][N:25]=4)[CH2:18][CH2:17][S:16]3(=[O:23])=[O:24])[CH2:14][CH2:13][CH2:12][CH2:11]2)[CH:8]=[CH:7][CH:6]=[CH:5][CH:4]=1 |f:0.1|. Procedure: A stirred suspension of sodium hydride (20 mg) in dimethylsulfoxide (2 ml) was heated at 60° C. under nitrogen atmosphere. After one hour, 1-phenylmethyl-11-oxo-7-thia-10-azaspiro[5.6]dodecane 7,7-dioxide (0.20 g) and 2-pyridylmethyl chloride (0.2 ml) were added to the solution and the mixture was allowed to stand at room temperature for one hour. The mixture was diluted with ethyl acetate (20 ml) and washed with a saturated aqueous solution (20 ml) of sodium bicarbonate, water (20 ml) and brine... Reactants: CN(C1CCC2N(C3=C(SC4=C2C=CC=C4)C=CC(=C3)C(F)(F)F)C1)C (3-dimethylamino-7-trifluoromethyl-1,3,4,14b-tetrahydro-2H-pyridino[ 1,2-d]-dibenzo[b,f](1,4)-thiazepine), CO.CC(=O)C (methanol acetone). Product: CN(C1CCC2N(C3=C(OC4=C2C=CC=C4C)C=CC=C3)C1)C (3-dimethylamino-11-methyl-1,3,4,14b-tetrahydro-2H-pyridino [1,2-d]-dibenzo[ b,f](1,4)-oxazepine). Reaction SMILES: [CH3:1][N:2]([CH3:26])[CH:3]1[CH2:25][N:7]2[C:8]3[CH:20]=[C:19](C(F)(F)F)[CH:18]=[CH:17]C=3S[C:11]3[CH:16]=[CH:15][CH:14]=[CH:13][C:12]=3[CH:6]2[CH2:5][CH2:4]1.[CH3:27][OH:28].[CH3:29]C(C)=O>>[CH3:26][N:2]([CH3:1])[CH:3]1[CH2:25][N:7]2[C:8]3[CH:20]=[CH:19][CH:18]=[CH:17][C:27]=3[O:28][C:13]3[C:14]([CH3:29])=[CH:15][CH:16]=[CH:11][C:12]=3[CH:6]2[CH2:5][CH2:4]1 |f:1.2|. Procedure: Rf in methanol:acetone (8:2) = 0.20 (equatorial). 3-dimethylamino-7-trifluoromethyl-1,3,4,14b-tetrahydro-2H-pyridino[ 1,2-d]-dibenzo[b,f](1,4)-thiazepine: The reactants are C(#N)C1=CC2=CC[C@H]3[C@@H]4CC[C@@H]([C@@]4(C)CC[C@@H]3[C@]2(CC1)C)C(SC1=NC=CC=C1)=O (S-2-pyridyl 3-cyanoandrosta-3,5-diene-17β-thiocarboxylate), CC(C)(C=1SC=CC1)N (1-methyl-1-(2-thienyl)ethylamine). Yields the product CC(C)(C=1SC=CC1)NC(=O)[C@@H]1[C@]2(C)[C@@H](CC1)[C@@H]1CC=C3C=C(CC[C@]3(C)[C@H]1CC2)C#N (N-[1-Methyl-1-(2-thienyl)ethyl]-3-cyanoandrosta-3,5-diene-17β-carboxamide). The yield is 88.0%. Reaction SMILES: [C:1]([C:3]1[CH2:20][CH2:19][C@@:18]2([CH3:21])[C:5](=[CH:6][CH2:7][C@@H:8]3[C@@H:17]2[CH2:16][CH2:15][C@@:13]2([CH3:14])[C@H:9]3[CH2:10][CH2:11][C@@H:12]2[C:22](=[O:30])SC2C=CC=CN=2)[CH:4]=1)#[N:2].[CH3:31][C:32]([NH2:39])([C:34]1[S:35][CH:36]=[CH:37][CH:38]=1)[CH3:33]>>[CH3:31][C:32]([NH:39][C:22]([C@H:12]1[CH2:11][CH2:10][C@H:9]2[C@H:8]3[C@H:17]([CH2:16][CH2:15][C@:13]12[CH3:14])[C@:18]1([CH3:21])[C:5]([CH:4]=[C:3]([C:1]#[N:2])[CH2:20][CH2:19]1)=[CH:6][CH2:7]3)=[O:30])([C:34]1[S:35][CH:36]=[CH:37][CH:38]=1)[CH3:33]. Reported procedure: Following a procedure similar to that described in Example 3(b), but using S-2-pyridyl 3-cyanoandrosta-3,5-diene-17β-thiocarboxylate [prepared as described in Example 3(a)] and 1-methyl-1-(2-thienyl)ethylamine (prepared as described in Preparation 11a) as starting materials, in relative proportions similar to those used in that Example, the title compound was obtained in a yield of 88%.